From a dataset of the Open Reaction Database (ORD), a public repository of structured organic reaction records. describe an organic reaction: reactants, conditions, products, and yield Reactants: CCO, CCOC(C)=O, [Cl-], [Fe], [NH4+], C1CCOC1, O, CC(C)(C)c1cnc(NC(=O)c2ccc(Sc3ccc(NC(=O)OCC4c5ccccc5-c5ccccc54)cc3)c([N+](=O)[O-])c2)s1. Product: CC(C)(C)c1cnc(NC(=O)c2ccc(Sc3ccc(NC(=O)OCC4c5ccccc5-c5ccccc54)cc3)c(N)c2)s1. Reaction SMILES: [CH3:49][CH2:50][OH:51].[CH3:58][CH2:59][O:60][C:61](=[O:62])[CH3:63].[Cl-:47].[Fe:64].[NH4+:48].[O:52]1[CH2:53][CH2:54][CH2:55][CH2:56]1.[OH2:57].[cH:1]1[cH:2][cH:3][cH:4][c:5]2[c:13]1[CH:12]([CH2:14][O:15][C:16]([NH:17][c:18]1[cH:19][cH:20][c:21]([S:24][c:25]3[c:26]([N+:43]([O-:44])=[O:45])[cH:27][c:28]([C:31]([NH:32][c:33]4[s:34][c:35]([C:38]([CH3:39])([CH3:40])[CH3:41])[cH:36][n:37]4)=[O:42])[cH:29][cH:30]3)[cH:22][cH:23]1)=[O:46])[c:11]1[c:6]-2[cH:7][cH:8][cH:9][cH:10]1>>[cH:1]1[cH:2][cH:3][cH:4][c:5]2[c:13]1[CH:12]([CH2:14][O:15][C:16]([NH:17][c:18]1[cH:19][cH:20][c:21]([S:24][c:25]3[c:26]([NH2:43])[cH:27][c:28]([C:31]([NH:32][c:33]4[s:34][c:35]([C:38]([CH3:39])([CH3:40])[CH3:41])[cH:36][n:37]4)=[O:42])[cH:29][cH:30]3)[cH:22][cH:23]1)=[O:46])[c:11]1[c:6]-2[cH:7][cH:8][cH:9][cH:10]1.